Dataset: the Open Reaction Database (ORD), a public repository of structured organic reaction records. Task: describe an organic reaction: reactants, conditions, products, and yield The reactants are C(C)NC=1C(C(=O)O)=CC=CC1.NC1=C(C(=O)OCC)C=CC=C1 (ethyl 2-aminobenzoate (ethyl anthranilate)), ClC(=O)OCC (ethyl chloroformate). Solvent: xylenes. Yields the product C(C)OC(C1=C(C=CC=C1)NC(=O)OCC)=O (2-[(Ethoxycarbonyl)amino]benzoic acid ethyl ester). Yield: 95.5%. Reaction SMILES: C(NC1C(=CC=CC=1)C(O)=O)C.[NH2:13][C:14]1[CH:24]=[CH:23][CH:22]=[CH:21][C:15]=1[C:16]([O:18][CH2:19][CH3:20])=[O:17].Cl[C:26]([O:28][CH2:29][CH3:30])=[O:27]>>[CH2:19]([O:18][C:16](=[O:17])[C:15]1[CH:21]=[CH:22][CH:23]=[CH:24][C:14]=1[NH:13][C:26]([O:28][CH2:29][CH3:30])=[O:27])[CH3:20] |f:0.1|. Reported procedure: A mixture of ethyl 2-aminobenzoate (ethyl anthranilate) (50.0 g, 0.30 mole) and ethyl chloroformate (32.8 g, 0.30 mole) in 400 mL of xylenes was heated at reflux for 8 hours. The xylene was removed and the residue was dissolved in chloroform. The chloroform layer was extracted with 5% sodium hydroxide, dried (Na2SO4), filtered, and the chloroform removed to give an oil which crystallized. The solid was triturated with isopropyl ether and placed in the freezer. Two crops of white solid were obtai... Reactants: C1(=CC=CC=C1)C(N1C=NC(=C1)CCCO)(C1=CC=CC=C1)C1=CC=CC=C1 (3-(1-triphenylmethyl-1H-imidazol-4-yl)propanol), BrCC#C (3-bromo-1-propyne). Yields the product C(C#C)OCCCC=1N=CNC1 (3-(1H-Imidazol-4-yl)propyl 2-propynyl ether). Reaction SMILES: C1(C(C2C=CC=CC=2)(C2C=CC=CC=2)[N:8]2[CH:12]=[C:11]([CH2:13][CH2:14][CH2:15][OH:16])[N:10]=[CH:9]2)C=CC=CC=1.Br[CH2:30][C:31]#[CH:32]>>[CH2:32]([O:16][CH2:15][CH2:14][CH2:13][C:11]1[N:10]=[CH:9][NH:8][CH:12]=1)[C:31]#[CH:30]. Procedure details: 5 mmol of 3-(1-triphenylmethyl-1H-imidazol-4-yl)propanol and 5 mmol of 3-bromo-1-propyne are treated as described in Example 5. The title compound is crystallized in the form of the hydrogen oxalate from ethanol and diethyl ether. Starting materials: C1CCOC1, CO, NC(=O)c1ccccc1[N+](=O)[O-]. The product is NC(=O)c1ccccc1N. RXN SMILES: [CH2:15]1[O:16][CH2:17][CH2:18][CH2:19]1.[CH3:13][OH:14].[N+:1]([O-:2])(=[O:3])[c:4]1[c:5]([C:6](=[O:7])[NH2:8])[cH:9][cH:10][cH:11][cH:12]1>>[NH2:1][c:4]1[c:5]([C:6](=[O:7])[NH2:8])[cH:9][cH:10][cH:11][cH:12]1. Procedure: Intermediate D was prepared in the same manner as intermediate B, using (R)-piperidine-2-carboxylic acid as the starting material instead of (R)-2-aminobutanoic acid. No reductive amination step, such as that used for the conversion of compound II to compound III, was required. Rather, methylpiperidine-2-carboxylate was reacted directly with 2,4-dichloro-5-nitropyrimidine in the same manner as is described for the conversion of compound III to intermediate A. 1H NMR (CDCl3) δ: 7.6 (s, 1H), 4.8 (... The product is ClC1=NC=2N3[C@@H](C(N(C2C=N1)C)=O)CCCC3 ((R)-2-Chloro-5-methyl-7,8,9,10-tetrahydro-5H-pyrido[2,1-h]pteridin-6(6aH)-one). RXN SMILES: [NH:1]1[CH2:6][CH2:5][CH2:4][CH2:3][C@@H:2]1[C:7]([OH:9])=O.N[C@H:11](CC)C(O)=O.N[C@H](CC)C(OC)=O.COC(C1CCCCN1)=O.[Cl:35][C:36]1[N:41]=[C:40](Cl)[C:39]([N+:43]([O-])=O)=[CH:38][N:37]=1>>[Cl:35][C:36]1[N:41]=[CH:40][C:39]2[N:43]([CH3:11])[C:7](=[O:9])[C@H:2]3[CH2:3][CH2:4][CH2:5][CH2:6][N:1]3[C:38]=2[N:37]=1. Reactants: intermediate A, N1[C@H](CCCC1)C(=O)O ((R)-piperidine-2-carboxylic acid), compound III, compound III, N[C@@H](C(=O)O)CC ((R)-2-aminobutanoic acid), N[C@@H](C(=O)OC)CC ((R)-methyl 2-aminobutanoate), COC(=O)C1NCCCC1 (methylpiperidine-2-carboxylate), ClC1=NC=C(C(=N1)Cl)[N+](=O)[O-] (2,4-dichloro-5-nitropyrimidine). Reactants: C(CC)C=1NC(=C(N1)C(=O)C)C (methyl 2-n-propyl-5-methyl-4-imidazolyl ketone), C(NN)(=O)OCC (ethyl carbazate). The reagents and catalysts are C(C)(=O)O (acetic acid). The solvent is C(CCC)O (n-butanol). Conditions: temperature 50 celsius, time 30 minute. Yields the product CC=1C=2N(C(NN1)=O)C(=NC2C)CCC (1,8-Dimethyl-6-n-propylimidazo[1,5-d]-as-triazin-4(3H)-one). RXN SMILES: [CH2:1]([C:4]1[NH:5][C:6]([CH3:12])=[C:7]([C:9]([CH3:11])=O)[N:8]=1)[CH2:2][CH3:3].[C:13](OCC)(=[O:16])[NH:14][NH2:15]>C(O)(=O)C.C(O)CCC>[CH3:11][C:9]1[C:7]2[N:8]([C:4]([CH2:1][CH2:2][CH3:3])=[N:5][C:6]=2[CH3:12])[C:13](=[O:16])[NH:14][N:15]=1. Procedure: A mixture of 59.7 g. of methyl 2-n-propyl-5-methyl-4-imidazolyl ketone, 41.14 g. of ethyl carbazate, 200 ml. of n-butanol and 4 drops of glacial acetic acid is warmed until solution is complete and then heated under reflux for 5 hours. The solution is concentrated in vacuo to an oily residue, 250 ml. of diphenyl ether are added and the resulting solution is heated with stirring in an oil bath for 30 minutes after the start of gas evolution. The temperature is maintained as closely as possible to... Starting materials: NC1=C(C=C(C=C1C1=CC=C(C=C1)C(F)(F)F)C1(CCC1)C(=O)OCC)OCC1CC1 (Ethyl 1-(6-amino-5-(cyclopropylmethoxy)-4′-(trifluoromethyl)biphenyl-3-yl)cyclobutanecarboxylate), CC#N.O.Cl (MeCN H2O HCl), N(=O)[O-].[Na+] (NaNO2). The reagents and catalysts are Cl[Cu] (CuCl). Solvent: O (water), O (water). Run at temperature 70 celsius, time 40 minute. Product: ClC1=C(C=C(C=C1C1=CC=C(C=C1)C(F)(F)F)C1(CCC1)C(=O)OCC)OCC1CC1 (ethyl 1-(6-chloro-5-(cyclopropylmethoxy)-4′-(trifluoromethyl)biphenyl-3-yl)cyclobutanecarboxylate). RXN SMILES: N[C:2]1[C:7]([C:8]2[CH:13]=[CH:12][C:11]([C:14]([F:17])([F:16])[F:15])=[CH:10][CH:9]=2)=[CH:6][C:5]([C:18]2([C:22]([O:24][CH2:25][CH3:26])=[O:23])[CH2:21][CH2:20][CH2:19]2)=[CH:4][C:3]=1[O:27][CH2:28][CH:29]1[CH2:31][CH2:30]1.N([O-])=O.[Na+].CC#N.O.[ClH:40]>O.Cl[Cu]>[Cl:40][C:2]1[C:7]([C:8]2[CH:13]=[CH:12][C:11]([C:14]([F:17])([F:16])[F:15])=[CH:10][CH:9]=2)=[CH:6][C:5]([C:18]2([C:22]([O:24][CH2:25][CH3:26])=[O:23])[CH2:21][CH2:20][CH2:19]2)=[CH:4][C:3]=1[O:27][CH2:28][CH:29]1[CH2:31][CH2:30]1 |f:1.2,3.4.5|. Procedure details: Ethyl 1-(6-amino-5-(cyclopropylmethoxy)-4′-(trifluoromethyl)biphenyl-3-yl)cyclobutanecarboxylate (0.280 g, 0.64 mmol) was dissolved in a mixture of MeCN/H2O/HCl 10 mL/10 mL/4 mL at 0° C. A solution of NaNO2 (0.066 g, 0.96 mmol) in water (2 mL) was added drop wise at 0° C., and the reaction mixture was stirred for 40 min, at the same temperature. A solution of CuCl (0.32 g, 3.2 mmol) in water (2 mL) was added drop wise at 0° C. The reaction mixture was heated to 70° C. for 1 h and the solvent was... Starting materials: CC(C)C[AlH]CC(C)C.C1(=CC=CC=C1)C (DIBAL toluene), COC1=C(C=C(C=C1)C(=O)OC)NC(=O)C1CC(C(C(C1)OCCCCCCCCCCCCCCCCCC)OCCCCCCCCCCCCCCCCCC)OCCCCCCCCCCCCCCCCCC (N-(2-Methoxy-5-methoxycarbonylphenyl) 3,4,5-tris(octadecyloxy)cyclohexylcarboxamide), Cl (hydrochloric acid). Reported procedure: N-(2-Methoxy-5-methoxycarbonylphenyl) 3,4,5-tris(octadecyloxy)cyclohexylcarboxamide (225 mg, 0.21 mmol) was dissolved in dehydrated THF (2.5 ml), 1M DIBAL/toluene (0.6 ml, 0.6 eq) was added dropwise, and the mixture was stirred for 5 hr. After completion of the reaction, 1N hydrochloric acid was added to quench the reaction, and the mixture was extracted with chloroform (10 ml), and washed with 1N hydrochloric acid (5 ml). The solvent was evaporated and the residue was precipitated with methanol... The yield is 85.7%. Conditions: time 5 hour. As a reaction SMILES: [CH3:1][O:2][C:3]1[CH:8]=[CH:7][C:6]([C:9](OC)=[O:10])=[CH:5][C:4]=1[NH:13][C:14]([CH:16]1[CH2:21][CH:20]([O:22][CH2:23][CH2:24][CH2:25][CH2:26][CH2:27][CH2:28][CH2:29][CH2:30][CH2:31][CH2:32][CH2:33][CH2:34][CH2:35][CH2:36][CH2:37][CH2:38][CH2:39][CH3:40])[CH:19]([O:41][CH2:42][CH2:43][CH2:44][CH2:45][CH2:46][CH2:47][CH2:48][CH2:49][CH2:50][CH2:51][CH2:52][CH2:53][CH2:54][CH2:55][CH2:56][CH2:57][CH2:58][CH3:59])[CH:18]([O:60][CH2:61][CH2:62][CH2:63][CH2:64][CH2:65][CH2:66][CH2:67][CH2:68][CH2:69][CH2:70][CH2:71][CH2:72][CH2:73][CH2:74][CH2:75][CH2:76][CH2:77][CH3:78])[CH2:17]1)=[O:15].CC(C[AlH]CC(C)C)C.C1(C)C=CC=CC=1.Cl>C1COCC1>[OH:10][CH2:9][C:6]1[CH:7]=[CH:8][C:3]([O:2][CH3:1])=[C:4]([NH:13][C:14]([CH:16]2[CH2:17][CH:18]([O:60][CH2:61][CH2:62][CH2:63][CH2:64][CH2:65][CH2:66][CH2:67][CH2:68][CH2:69][CH2:70][CH2:71][CH2:72][CH2:73][CH2:74][CH2:75][CH2:76][CH2:77][CH3:78])[CH:19]([O:41][CH2:42][CH2:43][CH2:44][CH2:45][CH2:46][CH2:47][CH2:48][CH2:49][CH2:50][CH2:51][CH2:52][CH2:53][CH2:54][CH2:55][CH2:56][CH2:57][CH2:58][CH3:59])[CH:20]([O:22][CH2:23][CH2:24][CH2:25][CH2:26][CH2:27][CH2:28][CH2:29][CH2:30][CH2:31][CH2:32][CH2:33][CH2:34][CH2:35][CH2:36][CH2:37][CH2:38][CH2:39][CH3:40])[CH2:21]2)=[O:15])[CH:5]=1 |f:1.2|. The solvent is C1CCOC1 (THF). The product is OCC=1C=CC(=C(C1)NC(=O)C1CC(C(C(C1)OCCCCCCCCCCCCCCCCCC)OCCCCCCCCCCCCCCCCCC)OCCCCCCCCCCCCCCCCCC)OC (N-(5-hydroxymethyl-2-methoxyphenyl) 3,4,5-tris(octadecyloxy)cyclohexylcarboxamide). The reactants are CO, O=C1OC(=O)c2c1cccc2[N+](=O)[O-], O. Yields the product COC(=O)c1c(C(=O)O)cccc1[N+](=O)[O-]. Reaction SMILES: [CH3:16][OH:17].[N+:1](=[O:2])([O-:3])[c:4]1[c:5]2[c:9]([cH:10][cH:11][cH:12]1)[C:8](=[O:13])[O:7][C:6]2=[O:14].[OH2:15]>>[N+:1](=[O:2])([O-:3])[c:4]1[c:5]([C:6]([O:7][CH3:16])=[O:14])[c:9]([C:8]([OH:13])=[O:15])[cH:10][cH:11][cH:12]1. RXN SMILES: [CH3:1][C:2]1[CH:3]=[CH:4][C:5](S(O)(=O)=O)=[CH:6][CH:7]=1.O.[CH2:13]([NH:20][C:21]1[C:22]([NH2:28])=[CH:23][C:24]([Br:27])=[CH:25][CH:26]=1)[C:14]1[CH:19]=[CH:18][CH:17]=[CH:16][CH:15]=1.COC(OC)(OC)C1C=CC=CC=1>C(Cl)Cl>[CH2:1]([N:20]1[C:21]2[CH:26]=[CH:25][C:24]([Br:27])=[CH:23][C:22]=2[N:28]=[C:13]1[C:14]1[CH:15]=[CH:16][CH:17]=[CH:18][CH:19]=1)[C:2]1[CH:3]=[CH:4][CH:5]=[CH:6][CH:7]=1 |f:0.1|. Product: C(C1=CC=CC=C1)N1C(=NC2=C1C=CC(=C2)Br)C2=CC=CC=C2 (1-Benzyl-5-bromo-2-phenyl-1H-benzimidazole). The solvent is C(Cl)Cl (DCM). The reactants are CC=1C=CC(=CC1)S(=O)(=O)O.O (p-TsOH.H2O), C(C1=CC=CC=C1)NC=1C(=CC(=CC1)Br)N (N1-benzyl-4-bromobenzene-1,2-diamine), COC(C1=CC=CC=C1)(OC)OC (trimethyl orthobenzoate). Procedure details: p-TsOH.H2O (311.7 mg, 1.606 mmol) was added to a DCM (50 ml) solution of N1-benzyl-4-bromobenzene-1,2-diamine (4451 mg, 16.06 mmol) and trimethyl orthobenzoate (3096 μl, 17.66 mmol) and the resulting mixture was stirred at rt under an atmosphere of Nitrogen for 40 h. The reaction mixture was then concentrated in vacuo to give a yellow solid which was triturated with 40% MeOH/water (375 mL), filtered, washed with saturated NaHCO3 (20 ml)+H2O (80 ml) twice and 40% MeOH/H2O (2×50 ml), and dried to ... Run at time 40 hour. Reactants: C(C)NC1=C(C=C(NC(C(F)(F)F)=O)C=C1)[N+](=O)[O-] (4′-ethylamino-3′-nitro-2,2,2-trifluoroacetanilide), C1(=CC=C(C=C1)S(=O)(=O)[O-])C.C(C1=CC=CC=C1)N1[CH2+](SC(C1=O)=C1SC2=C(N1C)C=CC=C2)SC (3-benzyl-5-(3-methyl-3H-benzothiazol-2-ylidene)-2-methylthio-4-oxo-2-thiazolium p-toluenesulfonate). Product: C(C1=CC=CC=C1)N1C(SC(C1=O)=C1SC2=C(N1C)C=CC=C2)=NC=2C=C(C=CC2NCC)NC(C(F)(F)F)=O (N-{3-[3-benzyl-5-(3-methyl-3H-benzothiazol-2-ylidene)-4-oxothiazolidin-2-ylideneamino]-4-ethylaminophenyl}-2,2,2-trifluoroacetamide). As a reaction SMILES: [CH2:1]([NH:3][C:4]1[CH:16]=[CH:15][C:7]([NH:8][C:9](=[O:14])[C:10]([F:13])([F:12])[F:11])=[CH:6][C:5]=1[N+:17]([O-])=O)[CH3:2].C1(C)C=CC(S([O-])(=O)=O)=CC=1.[CH2:31]([N:38]1[C:42](=[O:43])[C:41](=[C:44]2[N:48]([CH3:49])[C:47]3[CH:50]=[CH:51][CH:52]=[CH:53][C:46]=3[S:45]2)[S:40][CH2+:39]1SC)[C:32]1[CH:37]=[CH:36][CH:35]=[CH:34][CH:33]=1>>[CH2:31]([N:38]1[C:42](=[O:43])[C:41](=[C:44]2[N:48]([CH3:49])[C:47]3[CH:50]=[CH:51][CH:52]=[CH:53][C:46]=3[S:45]2)[S:40][C:39]1=[N:17][C:5]1[CH:6]=[C:7]([NH:8][C:9](=[O:14])[C:10]([F:13])([F:12])[F:11])[CH:15]=[CH:16][C:4]=1[NH:3][CH2:1][CH3:2])[C:32]1[CH:33]=[CH:34][CH:35]=[CH:36][CH:37]=1 |f:1.2|. Procedure: In a manner similar to Example 30, intermediate 4′-ethylamino-3′-nitro-2,2,2-trifluoroacetanilide was hydrogenated and then condensed with 3-benzyl-5-(3-methyl-3H-benzothiazol-2-ylidene)-2-methylthio-4-oxo-2-thiazolium p-toluenesulfonate to afford the title compound. MS(ESI): 584(MH+).